The task is: describe an organic reaction: reactants, conditions, products, and yield. This data is from the Open Reaction Database (ORD), a public repository of structured organic reaction records. Starting materials: C(=O)(O)CC1=CC=C(S1)C=O (5-carboxymethyl-2-thiophene carboxaldehyde), [OH-].[K+] (KOH), Cl.N1C=NC(=C1)CCOC=1C=C2CCCC(C2=CC1)=O (6-[2-(1H-imidazole-4-yl)-ethoxy]-3,4-dihydro-2H-naphthalen-1-one, monohydrochloride). Run in CCO (EtOH). Yields the product N1C=NC(=C1)CCOC=1C=C2CCC(C(C2=CC1)=O)=CC1=CC=C(S1)C(=O)O (5-{6-[2-(1H-Imidazol-4-yl)-ethoxy]-1-oxo-3,4-dihydro-1H-naphthalen-2-ylidenemethyl}-thiophene-2-carboxylic acid). The yield is 75.0%. As a reaction SMILES: Cl.[NH:2]1[CH:6]=[C:5]([CH2:7][CH2:8][O:9][C:10]2[CH:11]=[C:12]3[C:17](=[CH:18][CH:19]=2)[C:16](=[O:20])[CH2:15][CH2:14][CH2:13]3)[N:4]=[CH:3]1.C([CH2:24][C:25]1[S:29][C:28]([CH:30]=[O:31])=[CH:27][CH:26]=1)(O)=O.[OH-:32].[K+]>CCO>[NH:2]1[CH:6]=[C:5]([CH2:7][CH2:8][O:9][C:10]2[CH:11]=[C:12]3[C:17](=[CH:18][CH:19]=2)[C:16](=[O:20])[C:15](=[CH:24][C:25]2[S:29][C:28]([C:30]([OH:31])=[O:32])=[CH:27][CH:26]=2)[CH2:14][CH2:13]3)[N:4]=[CH:3]1 |f:0.1,3.4|. Reported procedure: According to the method of Example 34, 6-[2-(1H-imidazole-4-yl)-ethoxy]-3,4-dihydro-2H-naphthalen-1-one, monohydrochloride (0.220 g, 0.75 mmol) was reacted with 5-carboxymethyl-2-thiophene carboxaldehyde (0.191 g, 1.12 mmol) in 5 mL of 4% KOH in EtOH overnight, and the resulting solid was purified by preparative HPLC (C18, 0.1% TFA in H2O:0.1% TFA in AcCN; gradient 80:20 to 20:80) to afford 0.302 g (75%) of the title compound as a light tan powder, mp dec. >200° C.: APCI-MS m/e 395 (M+ +1). Starting materials: CN(C=O)C (dimethyl formamide), BrCCC(CC(=O)OCC)(C)C (ethyl 5-bromo-3,3-dimethyl-pentanoate), C1(=CC=CC=C1)S(=O)(=O)N (Benzenesulphonamide), C[O-].[Na+] (sodium methoxide). The solvent is CO (methanol), O (water). Reaction conditions: temperature 70 celsius. Product: CC(CC(=O)OCC)(CCNS(=O)(=O)C1=CC=CC=C1)C (Ethyl 3,3-dimethyl-5-(benzenesulphonamido)pentanoate). As a reaction SMILES: [C:1]1([S:7]([NH2:10])(=[O:9])=[O:8])[CH:6]=[CH:5][CH:4]=[CH:3][CH:2]=1.C[O-].[Na+].CN(C)C=O.Br[CH2:20][CH2:21][C:22]([CH3:30])([CH3:29])[CH2:23][C:24]([O:26][CH2:27][CH3:28])=[O:25]>CO.O>[CH3:30][C:22]([CH3:29])([CH2:21][CH2:20][NH:10][S:7]([C:1]1[CH:6]=[CH:5][CH:4]=[CH:3][CH:2]=1)(=[O:9])=[O:8])[CH2:23][C:24]([O:26][CH2:27][CH3:28])=[O:25] |f:1.2|. Procedure details: Benzenesulphonamide (9.6 g, 61.1 mmol) was added to a stirred solution of sodium methoxide (1.6 g, 29.6 mmol) in methanol (100 ml). The clear solution was evaporated to dryness, then dimethyl formamide (100 ml) and ethyl 5-bromo-3,3-dimethyl-pentanoate (7.0 g, 32.8 mmol) were added and the mixture was heated for eight hours at 70° C. The solution was then poured into water (600 ml), the mixture was extracted with ether and the ether phase, after being dried over sodium sulphate, was evaporated. ... Reactants: C(C)N(C1=CC=C(C=O)C=C1)CC (4-(diethylamino) benzaldehyde), C(=O)(OC)C=P(C1=CC=CC=C1)(C1=CC=CC=C1)C1=CC=CC=C1 (carbomethoxymethylenetriphenylphosphorane). Solvent: C(C)#N (acetonitrile). The product is C(C)N(C1=CC=C(C=C1)/C=C/C(=O)OC)CC (E-Methyl 3-[4-(diethylamino)phenyl]-2-propenoate). The yield is 76.0%. RXN SMILES: [CH2:1]([N:3]([CH2:12][CH3:13])[C:4]1[CH:11]=[CH:10][C:7]([CH:8]=O)=[CH:6][CH:5]=1)[CH3:2].[C:14]([CH:18]=P(C1C=CC=CC=1)(C1C=CC=CC=1)C1C=CC=CC=1)([O:16][CH3:17])=[O:15]>C(#N)C>[CH2:1]([N:3]([CH2:12][CH3:13])[C:4]1[CH:11]=[CH:10][C:7](/[CH:8]=[CH:18]/[C:14]([O:16][CH3:17])=[O:15])=[CH:6][CH:5]=1)[CH3:2]. Procedure: A solution of 4-(diethylamino) benzaldehyde (10 g) and carbomethoxymethylenetriphenylphosphorane (20 g) in dry acetonitrile (100 ml) was stirred at reflux under nitrogen for 24 h. The solvent was evaporated and the residual oil was treated with ER (100 ml). The precipitate was filtered, the filtrate was concentrated to an oil and the ER treatment was repeated. After filtration and evaporation the resulting orange oil was purified by [FCS] eluting with cyclohexane/EA/triethylamine 80:20:1) to giv... Starting materials: O=C([O-])[O-], CCCO, Fc1ccc(C2(CCCN3CCNCC3)OCCO2)cc1, [K+], [K+], Nc1nc(Cl)ccc1[N+](=O)[O-]. Yields the product Nc1nc(N2CCN(CCCC3(c4ccc(F)cc4)OCCO3)CC2)ccc1[N+](=O)[O-]. Reaction SMILES: [C:33](=[O:34])([O-:35])[O-:36].[CH2:39]([OH:40])[CH2:41][CH3:42].[F:12][c:13]1[cH:14][cH:15][c:16]([C:19]2([CH2:24][CH2:25][CH2:26][N:27]3[CH2:28][CH2:29][NH:30][CH2:31][CH2:32]3)[O:20][CH2:21][CH2:22][O:23]2)[cH:17][cH:18]1.[K+:37].[K+:38].[NH2:1][c:2]1[n:3][c:4]([Cl:11])[cH:5][cH:6][c:7]1[N+:8](=[O:9])[O-:10]>>[NH2:1][c:2]1[n:3][c:4]([N:30]2[CH2:29][CH2:28][N:27]([CH2:26][CH2:25][CH2:24][C:19]3([c:16]4[cH:15][cH:14][c:13]([F:12])[cH:18][cH:17]4)[O:20][CH2:21][CH2:22][O:23]3)[CH2:32][CH2:31]2)[cH:5][cH:6][c:7]1[N+:8](=[O:9])[O-:10].